Dataset: the Open Reaction Database (ORD), a public repository of structured organic reaction records. Task: describe an organic reaction: reactants, conditions, products, and yield Starting materials: O=C(Cl)c1cccnc1, Cl, Nc1nc2cccc(-c3ccsc3)n2n1. The product is O=C(Nc1nc2cccc(-c3ccsc3)n2n1)c1cccnc1. Reaction SMILES: [C:17]([c:18]1[cH:19][n:20][cH:21][cH:22][cH:23]1)(=[O:24])[Cl:25].[ClH:16].[s:1]1[cH:2][c:3](-[c:6]2[cH:7][cH:8][cH:9][c:10]3[n:11]2[n:12][c:13]([NH2:15])[n:14]3)[cH:4][cH:5]1>>[s:1]1[cH:2][c:3](-[c:6]2[cH:7][cH:8][cH:9][c:10]3[n:11]2[n:12][c:13]([NH:15][C:17]([c:18]2[cH:19][n:20][cH:21][cH:22][cH:23]2)=[O:24])[n:14]3)[cH:4][cH:5]1.